This data is from the Open Reaction Database (ORD), a public repository of structured organic reaction records. The task is: describe an organic reaction: reactants, conditions, products, and yield The reactants are C(C)(=O)NCCN (N-Acetylethylenediamine), COC1=CC=C2CCC(C(C2=C1)=O)CC=O (1,2,3,4-tetrahydro-7-methoxy-1-oxo-2-naphthaleneacetaldehyde). Run in C(Cl)Cl (methylene chloride), C(Cl)Cl (methylene chloride). Yields the product COC1=CC2=C(CCC=3C=CN(C23)CCNC(C)=O)C=C1 (N-[2-(4,5-dihydro-8-methoxy-1H-benzo[g]indol-1-yl)-ethyl]acetamide). Isolated yield 80.8%. Reaction SMILES: [C:1]([NH:4][CH2:5][CH2:6][NH2:7])(=[O:3])[CH3:2].[CH3:8][O:9][C:10]1[CH:19]=[C:18]2[C:13]([CH2:14][CH2:15][CH:16]([CH2:21][CH:22]=O)[C:17]2=O)=[CH:12][CH:11]=1>C(Cl)Cl>[CH3:8][O:9][C:10]1[CH:11]=[CH:12][C:13]2[CH2:14][CH2:15][C:16]3[CH:21]=[CH:22][N:7]([CH2:6][CH2:5][NH:4][C:1](=[O:3])[CH3:2])[C:17]=3[C:18]=2[CH:19]=1. Procedure details: N-Acetylethylenediamine (14.5 g) was dissolved in 250 ml of methylene chloride under argon, treated in succession with 250 g of molecular sieve 4 Å and a solution of 28.1 g of 1,2,3,4-tetrahydro-7-methoxy-1-oxo-2-naphthaleneacetaldehyde in 190 ml of methylene chloride and refluxed for 21 hours while stirring. The reaction mixture was cooled, filtered over a Celite® pad and the filtrate was freed from solvent. The crude product, 35.3 g of brown, amorphous material, was chromatographed on 600 g of...